This data is from the Open Reaction Database (ORD), a public repository of structured organic reaction records. The task is: describe an organic reaction: reactants, conditions, products, and yield Reactants: NC1=NC=NC(=C1C(=O)N)N1CCC(CC1)C=1N(C=C(N1)C1=CC(=C(C=C1)F)C(F)(F)F)C (4-Amino-6-{4-[4-(4-fluoro-3-trifluoromethyl-phenyl)-1-methyl-1H-imidazol-2-yl]-piperidin-1-yl}-pyrimidine-5-carboxamide), NC1=NC=NC(=C1C#N)N1CCC(CC1)C=1N(C=C(N1)C1=CC(=C(C=C1)F)C(F)(F)F)CCNC(C)C (4-Amino-6-{4-[4-(4-fluoro-3-trifluoromethyl-phenyl)-1-(2-isopropylamino-ethyl)-1H-imidazol-2-yl]-piperidin-1-yl}-pyrimidine-5-carbonitrile). Product: NC1=NC=NC(=C1C(=O)N)N1CCC(CC1)C=1N(C=C(N1)C1=CC(=C(C=C1)F)C(F)(F)F)CCNC(C)C (4-Amino-6-{4-[4-(4-fluoro-3-trifluoromethyl-phenyl)-1-(2-isopropylamino-ethyl)-1H-imidazol-2-yl]-piperidin-1-yl}-pyrimidine-5-carboxylic acid amide). RXN SMILES: [NH2:1][C:2]1[C:7]([C:8]([NH2:10])=[O:9])=[C:6]([N:11]2[CH2:16][CH2:15][CH:14]([C:17]3[N:18]([CH3:33])[CH:19]=[C:20]([C:22]4[CH:27]=[CH:26][C:25]([F:28])=[C:24]([C:29]([F:32])([F:31])[F:30])[CH:23]=4)[N:21]=3)[CH2:13][CH2:12]2)[N:5]=[CH:4][N:3]=1.NC1C(C#N)=C(N2CCC([C:49]3N(CCNC(C)C)[CH:51]=[C:52]([C:54]4C=CC(F)=C(C(F)(F)F)C=4)[N:53]=3)CC2)N=CN=1>>[NH2:1][C:2]1[C:7]([C:8]([NH2:10])=[O:9])=[C:6]([N:11]2[CH2:16][CH2:15][CH:14]([C:17]3[N:18]([CH2:33][CH2:49][NH:53][CH:52]([CH3:54])[CH3:51])[CH:19]=[C:20]([C:22]4[CH:27]=[CH:26][C:25]([F:28])=[C:24]([C:29]([F:32])([F:31])[F:30])[CH:23]=4)[N:21]=3)[CH2:13][CH2:12]2)[N:5]=[CH:4][N:3]=1. Procedure details: The title compound was prepared in an analogous manner as 4-Amino-6-{4-[4-(4-fluoro-3-trifluoromethyl-phenyl)-1-methyl-1H-imidazol-2-yl]-piperidin-1-yl}-pyrimidine-5-carboxamide using 4-Amino-6-{4-[4-(4-fluoro-3-trifluoromethyl-phenyl)-1-(2-isopropylamino-ethyl)-1H-imidazol-2-yl]-piperidin-1-yl}-pyrimidine-5-carbonitrile instead of 4-amino-6-(4-{4-[4-fluoro-3-(trifluoromethyl)phenyl]-1-methyl-1H-imidazol-2-yl}piperidin-1-yl)pyrimidine-5-carbonitrile. LC-MS: (M+1=535, obsd.=535). Starting materials: CCCCCC, CN(C)C=O, O=C(c1ccc(F)cc1Cl)N1Cc2cccn2Cc2ccccc21, [H-], [Na+], c1c[nH]cn1. Yields the product O=C(c1ccc(-n2ccnc2)cc1Cl)N1Cc2cccn2Cc2ccccc21. As a reaction SMILES: [CH3:27][CH2:28][CH2:29][CH2:30][CH2:31][CH3:32].[CH3:38][N:39]([CH3:40])[CH:41]=[O:42].[Cl:1][c:2]1[c:3]([C:9](=[O:10])[N:11]2[CH2:12][c:13]3[n:14]([cH:22][cH:23][cH:24]3)[CH2:15][c:16]3[c:17]2[cH:18][cH:19][cH:20][cH:21]3)[cH:4][cH:5][c:6]([F:8])[cH:7]1.[H-:25].[Na+:26].[nH:33]1[cH:34][n:35][cH:36][cH:37]1>>[Cl:1][c:2]1[c:3]([C:9](=[O:10])[N:11]2[CH2:12][c:13]3[n:14]([cH:22][cH:23][cH:24]3)[CH2:15][c:16]3[c:17]2[cH:18][cH:19][cH:20][cH:21]3)[cH:4][cH:5][c:6](-[n:33]2[cH:34][n:35][cH:36][cH:37]2)[cH:7]1. The reactants are FC=1C=2C=C3N(C2C=CC1)COC1=C3N=C(C=C1)C=1C(=CC3=C(C(=C(O3)C3=CNC(C=C3)=O)C(=O)NC)C1)N(S(=O)(=O)C)C (5-(11-fluoro-6H-pyrido[2′,3′:5,6][1,3]oxazino[3,4-a]indol-2-yl)-N-methyl-6-(N-methylmethylsulfonamido)-2-(6-oxo-1,6-dihydropyridin-3-yl)benzofuran-3-carboxamide), ClC(F)(F)C(=O)O[Na] (F2ClCCOONa). Solvent: CC#N (MeCN). Reaction conditions: temperature 100 celsius, time 12 hour. The product is FC(OC1=CC=C(C=N1)C=1OC2=C(C1C(=O)NC)C=C(C(=C2)N(S(=O)(=O)C)C)C=2C=CC1=C(C=3N(C=4C=CC=C(C4C3)F)CO1)N2)F (2-(6-(difluoromethoxy)pyridin-3-yl)-5-(11-fluoro-6H-pyrido[2′,3′:5,6][1,3]oxazino[3,4-a]indol-2-yl)-N-methyl-6-(N-methylmethylsulfonamido)benzofuran-3-carboxamide), FC(N1C=C(C=CC1=O)C=1OC2=C(C1C(=O)NC)C=C(C(=C2)N(S(=O)(=O)C)C)C=2C=CC1=C(C=3N(C=4C=CC=C(C4C3)F)CO1)N2)F (2-(1-(difluoromethyl)-6-oxo-1,6-dihydropyridin-3-yl)-5-(11-fluoro-6H-pyrido[2′,3′:5,6][1,3]oxazino[3,4-a]indol-2-yl)-N-methyl-6-(N-methylmethylsulfonamido)benzofuran-3-carboxamide). As a reaction SMILES: [F:1][C:2]1[C:3]2[CH:4]=[C:5]3[C:14]4[N:15]=[C:16]([C:19]5[C:20]([N:39]([CH3:44])[S:40]([CH3:43])(=[O:42])=[O:41])=[CH:21][C:22]6[O:26][C:25]([C:27]7[CH:32]=[CH:31][C:30](=[O:33])[NH:29][CH:28]=7)=[C:24]([C:34]([NH:36][CH3:37])=[O:35])[C:23]=6[CH:38]=5)[CH:17]=[CH:18][C:13]=4[O:12][CH2:11][N:6]3[C:7]=2[CH:8]=[CH:9][CH:10]=1.Cl[C:46](C(O[Na])=O)([F:48])[F:47]>CC#N>[F:47][CH:46]([F:48])[O:33][C:30]1[N:29]=[CH:28][C:27]([C:25]2[O:26][C:22]3[CH:21]=[C:20]([N:39]([CH3:44])[S:40]([CH3:43])(=[O:42])=[O:41])[C:19]([C:16]4[CH:17]=[CH:18][C:13]5[O:12][CH2:11][N:6]6[C:7]7[CH:8]=[CH:9][CH:10]=[C:2]([F:1])[C:3]=7[CH:4]=[C:5]6[C:14]=5[N:15]=4)=[CH:38][C:23]=3[C:24]=2[C:34]([NH:36][CH3:37])=[O:35])=[CH:32][CH:31]=1.[F:47][CH:46]([F:48])[N:29]1[C:30](=[O:33])[CH:31]=[CH:32][C:27]([C:25]2[O:26][C:22]3[CH:21]=[C:20]([N:39]([CH3:44])[S:40]([CH3:43])(=[O:42])=[O:41])[C:19]([C:16]4[CH:17]=[CH:18][C:13]5[O:12][CH2:11][N:6]6[C:7]7[CH:8]=[CH:9][CH:10]=[C:2]([F:1])[C:3]=7[CH:4]=[C:5]6[C:14]=5[N:15]=4)=[CH:38][C:23]=3[C:24]=2[C:34]([NH:36][CH3:37])=[O:35])=[CH:28]1. Reported procedure: To a suspension of 5-(11-fluoro-6H-pyrido[2′,3′:5,6][1,3]oxazino[3,4-a]indol-2-yl)-N-methyl-6-(N-methylmethylsulfonamido)-2-(6-oxo-1,6-dihydropyridin-3-yl)benzofuran-3-carboxamide (40 mg, 0.06 mmol) in MeCN (5 mL) was added F2ClCCOONa (20 mg, 0.13 mol) under N2, and then the mixture was stirred at 100° C. for 12 hours. After concentrated in vacuo, the resulting residue was suspended in H2O and extracted with DCM. The combined organic layer was washed with H2O, brine, dried over Na2SO4, filtrated... The reactants are O=C([O-])[O-], ClCCl, CC(C)(C)OC(=O)NC1(c2ccc(I)cc2)CC1, [K+], [K+], O, O=C(O)C(F)(F)F. Yields the product NC1(c2ccc(I)cc2)CC1. Reaction SMILES: [C:26](=[O:27])([O-:28])[O-:29].[Cl:32][CH2:33][Cl:34].[I:8][c:9]1[cH:10][cH:11][c:12]([C:15]2([NH:18][C:19](=[O:20])[O:21][C:22]([CH3:23])([CH3:24])[CH3:25])[CH2:16][CH2:17]2)[cH:13][cH:14]1.[K+:30].[K+:31].[OH2:35].[OH:1][C:2]([C:3]([F:4])([F:5])[F:6])=[O:7]>>[I:8][c:9]1[cH:10][cH:11][c:12]([C:15]2([NH2:18])[CH2:16][CH2:17]2)[cH:13][cH:14]1. Starting materials: C(C)(C)(C)C1=NN(C(O1)=O)C1=C(C=C(C(=C1)O)Cl)F (5-t-butyl-3-(4-chloro-2-fluoro-5-hydroxyphenyl)-1,3,4-oxadiazol-2-one), BrCC#C (3-bromopropyne), C([O-])([O-])=O.[K+].[K+] (potassium carbonate). Run in C(C)#N (acetonitrile). The product is C(C)(C)(C)C1=NN(C(O1)=O)C1=C(C=C(C(=C1)OCC#C)Cl)F (5-t-butyl-3-(4-chloro-2-fluoro-5-propargyloxyphenyl)-1,3,4-oxadiazol-2-one). Isolated yield 96.4%. As a reaction SMILES: [C:1]([C:5]1[O:9][C:8](=[O:10])[N:7]([C:11]2[CH:16]=[C:15]([OH:17])[C:14]([Cl:18])=[CH:13][C:12]=2[F:19])[N:6]=1)([CH3:4])([CH3:3])[CH3:2].Br[CH2:21][C:22]#[CH:23].C(=O)([O-])[O-].[K+].[K+]>C(#N)C>[C:1]([C:5]1[O:9][C:8](=[O:10])[N:7]([C:11]2[CH:16]=[C:15]([O:17][CH2:23][C:22]#[CH:21])[C:14]([Cl:18])=[CH:13][C:12]=2[F:19])[N:6]=1)([CH3:4])([CH3:2])[CH3:3] |f:2.3.4|. Procedure: Reacted at 80° C. for 6 hours with stirring were 1.2 g of 5-t-butyl-3-(4-chloro-2-fluoro-5-hydroxyphenyl)-1,3,4-oxadiazol-2-one, 0.76 g of 3-bromopropyne, 40 ml of acetonitrile, and 0.3 g of potassium carbonate. After cooling, the reaction product was filtered and the filtrate was subjected to vacuum distillation to remove the solvent. To the residue was added 30 ml of methylene chloride, and the solution was washed with a 5% aqueous solution of sodium hydroxide and then with water. Upon removal...